From a dataset of the Open Reaction Database (ORD), a public repository of structured organic reaction records. describe an organic reaction: reactants, conditions, products, and yield The reactants are C(C)OC(CC1=CC=C(C=C1)[N+](=O)[O-])=O (ethyl(4-nitrophenyl)acetate), [H-].[Na+] (sodium hydride), O (water), BrCCBr (1,2-dibromoethane). Solvent: CN(C=O)C (N,N-dimethylformamide). Reaction conditions: time 20 minute. The product is [N+](=O)([O-])C1=CC=C(C=C1)C1(CC1)C(=O)OCC (ethyl 1-(4-nitrophenyl)cyclopropanecarboxylate). RXN SMILES: [CH2:1]([O:3][C:4](=[O:15])[CH2:5][C:6]1[CH:11]=[CH:10][C:9]([N+:12]([O-:14])=[O:13])=[CH:8][CH:7]=1)[CH3:2].[H-].[Na+].Br[CH2:19][CH2:20]Br.O>CN(C)C=O>[N+:12]([C:9]1[CH:10]=[CH:11][C:6]([C:5]2([C:4]([O:3][CH2:1][CH3:2])=[O:15])[CH2:20][CH2:19]2)=[CH:7][CH:8]=1)([O-:14])=[O:13] |f:1.2|. Reported procedure: To a solution of ethyl(4-nitrophenyl)acetate (5.0 g) in N,N-dimethylformamide (100 mL) was added sodium hydride (60% in mineral oil, 1.9 g) in an ice bath, and the mixture was stirred at room temperature for 20 min. To the reaction mixture was added 1,2-dibromoethane (4.1 mL) in an ice bath, and the mixture was stirred at the same temperature for 30 min, and the at room temperature for 1 hr. The reaction mixture was colled to 0° C., water was added thereto, and the mixture was extracted with eth...